From a dataset of the Open Reaction Database (ORD), a public repository of structured organic reaction records. describe an organic reaction: reactants, conditions, products, and yield The reactants are CC=1NC=CC1C(=O)OCC (ethyl 2-methyl-1H-pyrrole-3-carboxylate), BrC=1C(=CC2=C(OCO2)C1)C=O (6-bromo-1,3-benzodioxole-5-carbaldehyde), FC(C=1NC=CC1C(=O)OCC)(F)F (ethyl 2-(trifluoromethyl)-1H-pyrrole-3-carboxylate), BrC1=C(C=O)C=CC(=C1)Cl (2-bromo-4-chlorobenzaldehyde). Product: C(C)OC(=O)C=1C=C(N(C1C(F)(F)F)C)C=1C(=CC2=C(OCO2)C1)C(=O)O (6-[4-(Ethoxycarbonyl)-1-methyl-5-trifluoromethyl-1H-pyrrol-2-yl]-1,3-benzodioxole-5-carboxylic acid). As a reaction SMILES: [CH3:1][C:2]1N[CH:4]=[CH:5][C:6]=1[C:7]([O:9]CC)=[O:8].[F:12][C:13]([F:25])([F:24])[C:14]1[NH:15][CH:16]=[CH:17][C:18]=1[C:19]([O:21][CH2:22][CH3:23])=[O:20].Br[C:27]1C=C(Cl)C=CC=1C=O.BrC1C(C=O)=CC2[O:44][CH2:43][O:42][C:41]=2C=1>>[CH2:22]([O:21][C:19]([C:18]1[CH:17]=[C:16]([C:5]2[C:6]([C:7]([OH:9])=[O:8])=[CH:2][C:1]3[O:44][CH2:43][O:42][C:41]=3[CH:4]=2)[N:15]([CH3:27])[C:14]=1[C:13]([F:12])([F:24])[F:25])=[O:20])[CH3:23]. Reported procedure: The procedure is in accordance with the process of Preparation 1, replacing in Step A the ethyl 2-methyl-1H-pyrrole-3-carboxylate by ethyl 2-(trifluoromethyl)-1H-pyrrole-3-carboxylate and also the 2-bromo-4-chlorobenzaldehyde used in Step B by 6-bromo-1,3-benzodioxole-5-carbaldehyde.